From a dataset of the Open Reaction Database (ORD), a public repository of structured organic reaction records. describe an organic reaction: reactants, conditions, products, and yield Run in C1(=CC=CC=C1)C (toluene). Reported procedure: A mixture of 4.3 g (0.017 mole) of 2-(2-chloroethyl)-2,3-dihydro-4-methylpyrido[3,2-f][1,4]thiazepin-5(4H)-one, 100 ml of toluene and 4.8 g (0.012 mole) of 2,4-bis(4-methoxyphenyl)-1,3,2,4-dithiadiphosphetane-2,4-disulfide was refluxed for 3 hr and then extracted twice with dilute sodium hydroxide. The organic layer was concentrated and the residue chromatographed on the high pressure liquid chromatograph using a silica column and 50% ethyl acetate-50% hexane. The yield of title compound was 2 g... The product is ClCCC1SC2=C(C(N(C1)C)=S)C=CC=N2 (2-(2-Chloroethyl)-2,3-dihydro-4-methylpyrido[3,2-f][1,4]-thiazepine-5(4H)-thione). RXN SMILES: [Cl:1][CH2:2][CH2:3][CH:4]1[CH2:10][N:9]([CH3:11])[C:8](=O)[C:7]2[CH:13]=[CH:14][CH:15]=[N:16][C:6]=2[S:5]1.COC1C=CC(P2(=S)SP(=S)(C3C=CC(OC)=CC=3)[S:26]2)=CC=1>C1(C)C=CC=CC=1>[Cl:1][CH2:2][CH2:3][CH:4]1[CH2:10][N:9]([CH3:11])[C:8](=[S:26])[C:7]2[CH:13]=[CH:14][CH:15]=[N:16][C:6]=2[S:5]1. The reactants are ClCCC1SC2=C(C(N(C1)C)=O)C=CC=N2 (2-(2-chloroethyl)-2,3-dihydro-4-methylpyrido[3,2-f][1,4]thiazepin-5(4H)-one), COC1=CC=C(C=C1)P1(SP(S1)(C1=CC=C(C=C1)OC)=S)=S (2,4-bis(4-methoxyphenyl)-1,3,2,4-dithiadiphosphetane-2,4-disulfide). The reactants are CC(=O)Nc1ccc(B(O)O)cc1, O=C([O-])[O-], C1COCCO1, CCOCC, ClCCl, [Cs+], [Cs+], Fc1ccc(Oc2nn3c(I)cnc3s2)cc1, O, Cl[Pd]Cl, c1ccc(P(c2ccccc2)c2ccccc2)cc1, c1ccc(P(c2ccccc2)c2ccccc2)cc1. Product: CC(=O)Nc1ccc(-c2cnc3sc(Oc4ccc(F)cc4)nn23)cc1. As a reaction SMILES: [C:18]([CH3:19])(=[O:20])[NH:21][c:22]1[cH:23][cH:24][c:25]([B:28]([OH:29])[OH:30])[cH:26][cH:27]1.[C:31](=[O:32])([O-:33])[O-:34].[CH2:38]1[O:39][CH2:40][CH2:41][O:42][CH2:43]1.[CH2:88]([O:89][CH2:90][CH3:91])[CH3:92].[Cl:44][CH2:45][Cl:46].[Cs+:35].[Cs+:36].[F:1][c:2]1[cH:3][cH:4][c:5]([O:6][c:7]2[n:8][n:9]3[c:10]([s:11]2)[n:12][cH:13][c:14]3[I:15])[cH:16][cH:17]1.[OH2:37].[Pd:47]([Cl:48])[Cl:49].[c:50]1([P:51]([c:52]2[cH:53][cH:54][cH:55][cH:56][cH:57]2)[c:58]2[cH:59][cH:60][cH:61][cH:62][cH:63]2)[cH:64][cH:65][cH:66][cH:67][cH:68]1.[c:69]1([P:70]([c:71]2[cH:72][cH:73][cH:74][cH:75][cH:76]2)[c:77]2[cH:78][cH:79][cH:80][cH:81][cH:82]2)[cH:83][cH:84][cH:85][cH:86][cH:87]1>>[F:1][c:2]1[cH:3][cH:4][c:5]([O:6][c:7]2[n:8][n:9]3[c:10]([s:11]2)[n:12][cH:13][c:14]3-[c:25]2[cH:24][cH:23][c:22]([NH:21][C:18]([CH3:19])=[O:20])[cH:27][cH:26]2)[cH:16][cH:17]1.